Dataset: the Open Reaction Database (ORD), a public repository of structured organic reaction records. Task: describe an organic reaction: reactants, conditions, products, and yield Starting materials: OCCN(C)C1=NC=CC=C1 (2-[N-(2-hydroxyethyl)-N-methylamino]pyridine), [H-].[Na+] (sodium hydride), ClC1=C(C=O)C=CC(=C1)F (2-Chloro-4-fluorobenzaldehyde). Solvent: C(C)(=O)OCC (ethyl acetate), CN(C=O)C (N,N-dimethylformamide). Reaction conditions: time 30 minute. The product is ClC1=C(C=O)C=CC(=C1)OCCN(C1=NC=CC=C1)C (2-Chloro-4-((2-(N-methyl-N-(2-pyridinyl)amino)ethyl)oxy)benzaldehyde). Yield: 44.6%. RXN SMILES: [OH:1][CH2:2][CH2:3][N:4]([C:6]1[CH:11]=[CH:10][CH:9]=[CH:8][N:7]=1)[CH3:5].[H-].[Na+].[Cl:14][C:15]1[CH:22]=[C:21](F)[CH:20]=[CH:19][C:16]=1[CH:17]=[O:18]>CN(C)C=O.C(OCC)(=O)C>[Cl:14][C:15]1[CH:22]=[C:21]([O:1][CH2:2][CH2:3][N:4]([CH3:5])[C:6]2[CH:11]=[CH:10][CH:9]=[CH:8][N:7]=2)[CH:20]=[CH:19][C:16]=1[CH:17]=[O:18] |f:1.2|. Procedure details: To a solution of 2-[N-(2-hydroxyethyl)-N-methylamino]pyridine (3.87 g) in dry N,N-dimethylformamide (39 ml) was added sodium hydride (60% in oil, 1.12 g), and the reaction mixture was stirred at room temperature for 30 min. 2-Chloro-4-fluorobenzaldehyde (4.43 g) was added to the reaction mixture and the mixture was stirred for 3 days. The mixture was diluted with ethyl acetate and washed with water. The aqueous layer was extracted twice with ethyl acetate. The organic layers were combined, dried...